From a dataset of the Open Reaction Database (ORD), a public repository of structured organic reaction records. describe an organic reaction: reactants, conditions, products, and yield Reactants: CC(=O)O, Cc1cncc2cc([N+](=O)[O-])ccc12, OO. Yields the product Cc1c[n+]([O-])cc2cc([N+](=O)[O-])ccc12. RXN SMILES: [CH3:17][C:18](=[O:19])[OH:20].[CH3:1][c:2]1[cH:3][n:4][cH:5][c:6]2[cH:7][c:8]([N+:12](=[O:13])[O-:14])[cH:9][cH:10][c:11]12.[OH:15][OH:16]>>[CH3:1][c:2]1[cH:3][n+:4]([O-:15])[cH:5][c:6]2[cH:7][c:8]([N+:12](=[O:13])[O-:14])[cH:9][cH:10][c:11]12. Reactants: COc1cc2c(CC(=O)N(C)Cc3ccccc3)cnc(CNC(=O)OC(C)(C)C)c2cc1OC, CCOC(C)=O, Cl. RXN SMILES: [C:1]([O:2][C:3](=[O:4])[NH:7][CH2:8][c:9]1[n:10][cH:11][c:12]([CH2:23][C:24]([N:25]([CH3:26])[CH2:27][c:28]2[cH:29][cH:30][cH:31][cH:32][cH:33]2)=[O:34])[c:13]2[cH:14][c:15]([O:21][CH3:22])[c:16]([O:19][CH3:20])[cH:17][c:18]12)([CH3:5])([CH3:6])[CH3:35].[CH3:37][CH2:38][O:39][C:40]([CH3:41])=[O:42].[ClH:36]>>[ClH:36].[NH2:7][CH2:8][c:9]1[n:10][cH:11][c:12]([CH2:23][C:24]([N:25]([CH3:26])[CH2:27][c:28]2[cH:29][cH:30][cH:31][cH:32][cH:33]2)=[O:34])[c:13]2[cH:14][c:15]([O:21][CH3:22])[c:16]([O:19][CH3:20])[cH:17][c:18]12. The product is Cl, COc1cc2c(CC(=O)N(C)Cc3ccccc3)cnc(CN)c2cc1OC. Reactants: 1-(3-dimethylaminopropyl)-3-ethylcarbodiimide(EDC), NCC(O)C1=CC=CC=C1 (2-amino-1-phenylethanol), COC(CCCCCCC(=O)O)=O (suberic acid monomethyl ester), ON1N=NC2=C1C=CC=C2 (1-hydroxybenzotriazole). Run in C1CCOC1 (THF), C(C)(=O)OCC (ethyl acetate). Conditions: time 12 hour. Yields the product COC(CCCCCCC(NCC(C1=CC=CC=C1)O)=O)=O (7-(2-hydroxy-2-phenylethylcarbamoyl)heptanoic acid methyl ester). Yield: 92.1%. As a reaction SMILES: [NH2:1][CH2:2][CH:3]([C:5]1[CH:10]=[CH:9][CH:8]=[CH:7][CH:6]=1)[OH:4].[CH3:11][O:12][C:13](=[O:23])[CH2:14][CH2:15][CH2:16][CH2:17][CH2:18][CH2:19][C:20](O)=[O:21].ON1C2C=CC=CC=2N=N1>C1COCC1.C(OCC)(=O)C>[CH3:11][O:12][C:13](=[O:23])[CH2:14][CH2:15][CH2:16][CH2:17][CH2:18][CH2:19][C:20](=[O:21])[NH:1][CH2:2][CH:3]([OH:4])[C:5]1[CH:10]=[CH:9][CH:8]=[CH:7][CH:6]=1. Reported procedure: Add 1-(3-dimethylaminopropyl)-3-ethylcarbodiimide(EDC) (8.5 g, 44.3 mL) to a solution of 2-amino-1-phenylethanol (5.0 g, 36.4 mmol), suberic acid monomethyl ester (6.85 g, 36.4 mmol) and 1-hydroxybenzotriazole (HOBt, 5.0 g, 37.0 mmol) in THF (200 mL) at room temperature under nitrogen. Stir the mixture for 12 hours. Dilute the mixture with ethyl acetate (600 mL), wash with 1N HCl (2×150 mL), brine (2×150 mL), NaHCO3 (2×150 mL) and brine (150 mL) solutions and dry over sodium sulfate. Remove the ... Yields the product Cl.ClC1=C(C=CC=C1)C1N=C(CC2=CC=CC=C12)N(C)C (1-(2-Chlorophenyl)-3-dimethylamino-1,4-dihydroisoquinoline hydrochloride). The reactants are ClC1=C(C=CC=C1)C1NC(CC2=CC=CC=C12)=O (1-(2-Chlorophenyl)-1,4-dihydroisoquinol-3-one), CN(C(=O)Cl)C (dimethylcarbamyl chloride). Procedure details: 1-(2-Chlorophenyl)-1,4-dihydroisoquinol-3-one (11.0 g, 43 mmol) was dissolved in dimethylcarbamyl chloride (50 g) on an oil bath (bath temperature 160°-170° C.) for 1 and three quarter hours. The mixture was cooled, evaporated under reduced pressure and partitioned between water (150 ml), 5M hydrochloric acid, ethyl acetate (100 ml) and chloroform (100 ml). The organic layer was separated and extracted with a portion of water (50 ml). The combined aqueous extracts were washed with ethyl acetate ... As a reaction SMILES: [Cl:1][C:2]1[CH:7]=[CH:6][CH:5]=[CH:4][C:3]=1[CH:8]1[C:17]2[C:12](=[CH:13][CH:14]=[CH:15][CH:16]=2)[CH2:11][C:10](=O)[NH:9]1.[CH3:19][N:20](C)[C:21](Cl)=O>>[ClH:1].[Cl:1][C:2]1[CH:7]=[CH:6][CH:5]=[CH:4][C:3]=1[CH:8]1[C:17]2[C:12](=[CH:13][CH:14]=[CH:15][CH:16]=2)[CH2:11][C:10]([N:20]([CH3:21])[CH3:19])=[N:9]1 |f:2.3|. The reactants are FC1=CC=C(C=C1)SCCl (4-fluorophenylthiomethyl chloride), C(C)OP(OCC)OCC (triethylphosphite). Product: FC1=CC=C(C=C1)SCP(OCC)(OCC)=O (diethyl 4-fluorophenylthiomethylphosphonate). The yield is 94.5%. As a reaction SMILES: [F:1][C:2]1[CH:7]=[CH:6][C:5]([S:8][CH2:9]Cl)=[CH:4][CH:3]=1.[CH2:11]([O:13][P:14]([O:18]CC)[O:15][CH2:16][CH3:17])[CH3:12]>>[F:1][C:2]1[CH:7]=[CH:6][C:5]([S:8][CH2:9][P:14](=[O:18])([O:15][CH2:16][CH3:17])[O:13][CH2:11][CH3:12])=[CH:4][CH:3]=1. Procedure: This compound was prepared in the manner of Example 3.B., using 59.3 grams (0.34 mole) of 4-fluorophenylthiomethyl chloride and 71.3 grams (0.43 mole) of triethylphosphite. The residue was distilled under reduced pressure to give 89.4 grams (95.7%) of diethyl 4-fluorophenylthiomethylphosphonate; b.p. 147° C./0.6 mm. As a reaction SMILES: [CH2:1]([O:8][C:9]1[CH:18]=[CH:17][CH:16]=[C:15]2[C:10]=1[CH2:11][CH2:12][CH2:13][CH:14]2[C:19]([NH:21][C:22]1[CH:27]=[CH:26][C:25]([CH3:28])=[CH:24][N:23]=1)=[O:20])[C:2]1[CH:7]=[CH:6][CH:5]=[CH:4][CH:3]=1.Cl[CH2:30][C:31]1[S:35][C:34]([CH2:36][CH3:37])=[N:33][C:32]=1[CH3:38]>>[CH2:1]([O:8][C:9]1[CH:18]=[CH:17][CH:16]=[C:15]2[C:10]=1[CH2:11][CH2:12][CH2:13][CH:14]2[C:19]([N:21]([CH2:30][C:31]1[S:35][C:34]([CH2:36][CH3:37])=[N:33][C:32]=1[CH3:38])[C:22]1[CH:27]=[CH:26][C:25]([CH3:28])=[CH:24][N:23]=1)=[O:20])[C:2]1[CH:7]=[CH:6][CH:5]=[CH:4][CH:3]=1. Starting materials: C(C1=CC=CC=C1)OC1=C2CCCC(C2=CC=C1)C(=O)NC1=NC=C(C=C1)C (5-benzyloxy-N-(5-methylpyridin-2-yl)-1,2,3,4-tetrahydronaphthalene-1-carboxamide), ClCC1=C(N=C(S1)CC)C (5-chloromethyl-2-ethyl-4-methylthiazole). Procedure details: By the reaction and treatment in the same manner as in Example 132 using 5-benzyloxy-N-(5-methylpyridin-2-yl)-1,2,3,4-tetrahydronaphthalene-1-carboxamide (1.43 g) and 5-chloromethyl-2-ethyl-4-methylthiazole (0.68 g) as starting materials, 5-benzyloxy-N-[(2-ethyl-4-methylthiazol-5-yl)methyl]-N-(5-methylpyridin-2-yl)-1,2,3,4-tetrahydronaphthalene-1-carboxamide (0.92 g) was obtained. Yield: 46.8%. Product: C(C1=CC=CC=C1)OC1=C2CCCC(C2=CC=C1)C(=O)N(C1=NC=C(C=C1)C)CC1=C(N=C(S1)CC)C (5-benzyloxy-N-[(2-ethyl-4-methylthiazol-5-yl)methyl]-N-(5-methylpyridin-2-yl)-1,2,3,4-tetrahydronaphthalene-1-carboxamide). Starting materials: FC(C(=CC(=O)OCC)CCCCCC)(F)F (ethyl 3-trifluoromethyl-2-nonenoate), [H][H] (hydrogen). Reagents/catalysts: [Pd] (palladium). Solvent: CO (methanol). Reaction conditions: time 4 hour. Product: FC(C(=CC(=O)O)CCCCCC)(F)F (3-trifluoromethylnonenoic acid). The yield is 112.5%. Reaction SMILES: [F:1][C:2]([F:17])([F:16])[C:3]([CH2:10][CH2:11][CH2:12][CH2:13][CH2:14][CH3:15])=[CH:4][C:5]([O:7]CC)=[O:6].[H][H]>CO.[Pd]>[F:1][C:2]([F:16])([F:17])[C:3]([CH2:10][CH2:11][CH2:12][CH2:13][CH2:14][CH3:15])=[CH:4][C:5]([OH:7])=[O:6]. Procedure details: 13.78 g of ethyl 3-trifluoromethyl-2-nonenoate was dissolved in 138 ml of methanol, and 1.38 g of 5%-palladium/activated carbon was added thereto, followed by stirring for 4 hours at room temperature and normal pressure in a hydrogen atmosphere in a catalytic hydrogenation apparatus. After the reaction, the 5%-palladium/activated carbon was filtered out, and the remaining methanol solution was mixed with 24 ml, of water and 20 g of potassium hydroxide, followed by 2 hours of heat refluxing, dist... Reactants: FC(C(=O)O)(F)F (trifluoroacetic acid), COC1=CC=C(CNC2=NOC3=C2C=CC(=C3C3=CC=C2C(=C3)NC(C23CCOCC3)=O)C)C=C1 (6-(3-(4-methoxybenzylamino)-6-methylbenzo[d]isoxazol-7-yl)-2′,3′,5′,6′-tetrahydrospiro[indoline-3,4′-pyran]-2-one), FC(C(=O)O)(F)F (trifluoroacetic acid), O (Water), C(O)([O-])=O.[Na+] (sodium hydrogen carbonate). The solvent is C(C)(=O)OCC (Ethyl acetate), ClCCl (dichloromethane). Run at time 5 hour. Yields the product NC1=NOC2=C1C=CC(=C2C2=CC=C1C(=C2)NC(C12CCOCC2)=O)C (6-(3-Amino-6-methylbenzo[d]isoxazol-7-yl)-2′,3′,5′,6′-tetrahydrospiro[indoline-3,4′-pyran]-2-one). The yield is 41.8%. Reaction SMILES: COC1C=CC(C[NH:8][C:9]2[C:13]3[CH:14]=[CH:15][C:16]([CH3:33])=[C:17]([C:18]4[CH:23]=[C:22]5[NH:24][C:25](=[O:32])[C:26]6([CH2:31][CH2:30][O:29][CH2:28][CH2:27]6)[C:21]5=[CH:20][CH:19]=4)[C:12]=3[O:11][N:10]=2)=CC=1.FC(F)(F)C(O)=O.O.C(=O)([O-])O.[Na+]>ClCCl.C(OCC)(=O)C>[NH2:8][C:9]1[C:13]2[CH:14]=[CH:15][C:16]([CH3:33])=[C:17]([C:18]3[CH:23]=[C:22]4[NH:24][C:25](=[O:32])[C:26]5([CH2:27][CH2:28][O:29][CH2:30][CH2:31]5)[C:21]4=[CH:20][CH:19]=3)[C:12]=2[O:11][N:10]=1 |f:3.4|. Procedure details: To a solution of 6-(3-(4-methoxybenzylamino)-6-methylbenzo[d]isoxazol-7-yl)-2′,3′,5′,6′-tetrahydrospiro[indoline-3,4′-pyran]-2-one (example 10, 0.12 g, 0.26 mmol) in dichloromethane (2 mL) was added trifluoroacetic acid (2 mL) and the solution was stirred at room temperature for 5 hours. Water and solid sodium hydrogen carbonate were added in order to neutralize the trifluoroacetic acid. Ethyl acetate was added and the organic phase was separated, dried (MgSO4), filtered and evaporated under red...